From a dataset of the Open Reaction Database (ORD), a public repository of structured organic reaction records. describe an organic reaction: reactants, conditions, products, and yield Starting materials: CN(C=O)C (N,N-dimethylformamide), ice, O.NN1N=CN=N1 (2-aminotetrazole monohydrate), CC1=NC2=C(C=CC=C2C(=C1)C)C(=O)O (2,4-dimethyl-8-quinoline carboxylic acid), C(C)OC(=O)Cl (ethylchloroformate), CN(C=O)C (N,N-dimethyl formamide). Solvent: C(C)N(CC)CC (triethyl amine). Conditions: time 1 hour. The product is CC1=NC2=C(C=CC=C2C(=C1)C)C(NC1=NN=NN1)=O (2,4-dimethyl-8-(1H-tetrazole-5-ylcarbamoyl)quinoline). Reaction SMILES: [CH3:1][C:2]1[CH:11]=[C:10]([CH3:12])[C:9]2[C:4](=[C:5]([C:13]([OH:15])=O)[CH:6]=[CH:7][CH:8]=2)[N:3]=1.C(OC(Cl)=O)C.O.N[N:24]1[N:28]=[N:27][CH:26]=[N:25]1.C[N:30](C)C=O>C(N(CC)CC)C>[CH3:1][C:2]1[CH:11]=[C:10]([CH3:12])[C:9]2[C:4](=[C:5]([C:13](=[O:15])[NH:30][C:26]3[NH:25][N:24]=[N:28][N:27]=3)[CH:6]=[CH:7][CH:8]=2)[N:3]=1 |f:2.3|. Reported procedure: To a stirred ice bath-cooled solution of 4.0 g. (0.020 mole) of 2,4-dimethyl-8-quinoline carboxylic acid in 20 ml. of N,N-dimethyl formamide is added 2.8 ml. of triethyl amine. To this solution is added dropwise 2 ml. of ethylchloroformate. The mixture is stirred for one hour, then 2 g. (0.020 mole) of 2-aminotetrazole monohydrate in 10 ml. of N,N-dimethylformamide is added. The mixture is stirred at 20° C. for about 16 hours then evaporated to provide a residue which is washed with water. The r...